This data is from the Open Reaction Database (ORD), a public repository of structured organic reaction records. The task is: describe an organic reaction: reactants, conditions, products, and yield The reactants are C(C)(=O)N(C1=C(C=CC=C1Cl)Cl)C1=C(C=CC=C1)CC(=O)O (2-[N-Acetyl-N-(2,6-dichlorophenyl)amino]phenylacetic acid), P(Cl)(Cl)(Cl)(Cl)Cl (phosphorus pentachloride). The solvent is C(C)OCC (diethyl ether). Product: C(C)(=O)N(C1=C(C=CC=C1Cl)Cl)C1=C(C=CC=C1)CC(=O)Cl (2-[N-acetyl-N-(2,6-dichlorophenyl)amino]phenylacetic acid chloride). Reaction SMILES: [C:1]([N:4]([C:13]1[CH:18]=[CH:17][CH:16]=[CH:15][C:14]=1[CH2:19][C:20]([OH:22])=O)[C:5]1[C:10]([Cl:11])=[CH:9][CH:8]=[CH:7][C:6]=1[Cl:12])(=[O:3])[CH3:2].P(Cl)(Cl)(Cl)(Cl)[Cl:24]>C(OCC)C>[C:1]([N:4]([C:13]1[CH:18]=[CH:17][CH:16]=[CH:15][C:14]=1[CH2:19][C:20]([Cl:24])=[O:22])[C:5]1[C:10]([Cl:11])=[CH:9][CH:8]=[CH:7][C:6]=1[Cl:12])(=[O:3])[CH3:2]. Procedure: 2-[N-Acetyl-N-(2,6-dichlorophenyl)amino]phenylacetic acid is reacted with phosphorus pentachloride in diethyl ether to obtain 2-[N-acetyl-N-(2,6-dichlorophenyl)amino]phenylacetic acid chloride. The acid chloride is then reacted with trimethyl phosphite under the conditions described in Example 2, thus producing 2-[N-acetyl-N-(2,6-dichlorophenyl)amino]phenyl-1-hydroxyethene-1-phosphonic acid dimethyl ester; this compound is converted, under the conditions of Example 1, with dimethyl phosphite int... The reactants are CC(C)=CCBr, COc1ccccc1-c1ccc2c(c1)C(C(C)O)=CC(C)(C)N2C(=O)OC(C)(C)C, C1CCOC1, COc1ccccc1-c1ccc2c(c1)C(C(C)OCC=C(C)C)=CC(C)(C)N2, C[Si](C)(C)[N-][Si](C)(C)C, [Na+]. Yields the product CC=CCOC(C)C1=CC(C)(C)Nc2ccc(-c3ccccc3OC)cc21. RXN SMILES: [Br:74][CH2:75][CH:76]=[C:77]([CH3:78])[CH3:79].[C:1]([O:2][C:3]([N:4]1[c:5]2[c:6]([cH:7][c:8](-[c:9]3[cH:10][cH:11][cH:12][cH:13][c:14]3[O:15][CH3:16])[cH:17][cH:18]2)[C:19]([CH:20]([OH:21])[CH3:22])=[CH:23][C:24]1([CH3:25])[CH3:26])=[O:27])([CH3:28])([CH3:29])[CH3:30].[CH2:69]1[O:70][CH2:71][CH2:72][CH2:73]1.[CH3:31][O:32][c:33]1[c:34](-[c:39]2[cH:40][c:41]3[c:46]([cH:47][cH:48]2)[NH:45][C:44]([CH3:49])([CH3:50])[CH:43]=[C:42]3[CH:51]([CH3:52])[O:53][CH2:54][CH:55]=[C:56]([CH3:57])[CH3:58])[cH:35][cH:36][cH:37][cH:38]1.[CH3:59][Si:60]([N-:61][Si:62]([CH3:63])([CH3:64])[CH3:65])([CH3:66])[CH3:67].[Na+:68]>>[CH3:31][O:32][c:33]1[c:34](-[c:39]2[cH:40][c:41]3[c:46]([cH:47][cH:48]2)[NH:45][C:44]([CH3:49])([CH3:50])[CH:43]=[C:42]3[CH:51]([CH3:52])[O:53][CH2:54][CH:55]=[CH:56][CH3:57])[cH:35][cH:36][cH:37][cH:38]1. The reactants are COC(=O)C1=C(C=C(C=C1)C1=C(C=CC=C1)F)N (methyl-3-amino-2′-fluorobiphenyl-4-carboxylate), [OH-].[Na+] (sodium hydroxide). Solvent: C1CCOC1 (THF). Product: NC=1C=C(C=CC1C(=O)O)C1=C(C=CC=C1)F (3-amino-2′-fluorobiphenyl-4-carboxylic acid). The yield is 84.5%. RXN SMILES: C[O:2][C:3]([C:5]1[CH:10]=[CH:9][C:8]([C:11]2[CH:16]=[CH:15][CH:14]=[CH:13][C:12]=2[F:17])=[CH:7][C:6]=1[NH2:18])=[O:4].[OH-].[Na+]>C1COCC1>[NH2:18][C:6]1[CH:7]=[C:8]([C:11]2[CH:16]=[CH:15][CH:14]=[CH:13][C:12]=2[F:17])[CH:9]=[CH:10][C:5]=1[C:3]([OH:4])=[O:2] |f:1.2|. Procedure details: Step 2 A solution of methyl-3-amino-2′-fluorobiphenyl-4-carboxylate (0.425 g, 1.73 mmol) in 1 M aqueous sodium hydroxide (6.9 mL, 6.9 mmol) and THF (3.5 mL) was heated at reflux overnight. The mixture was cooled to rt and concentrated almost to dryness. 6 M hydrochloric acid (0.1 mL) was added to the solution at 0° C. and the precipitate was collected by filtration, washed with water and dried to give 3-amino-2′-fluorobiphenyl-4-carboxylic acid (0.338 g, 84%) as a white solid. 1H NMR (400 MHz, D... Reactants: ClC=1C=C(\C=C/2\C(C3=CC(=C(C=C3C2)N2CCOCC2)OC)=O)C=C(C1)C(F)(F)F ((E)-2-(3-chloro-5-(trifluoromethyl)benzylidene)-6-methoxy-5-morpholino-2,3-dihydro-1H-inden-1-one). The reagents and catalysts are [Pd] (Pd/C). The solvent is CO (methanol). Run at time 6 hour. Yields the product ClC=1C=C(CC2C(C3=CC(=C(C=C3C2)N2CCOCC2)OC)=O)C=C(C1)C(F)(F)F (2-(3-chloro-5-(trifluoromethyl)benzyl)-6-methoxy-5-morpholino-2,3-dihydro-1H-inden-1-one). As a reaction SMILES: [Cl:1][C:2]1[CH:3]=[C:4]([CH:24]=[C:25]([C:27]([F:30])([F:29])[F:28])[CH:26]=1)/[CH:5]=[C:6]1/[C:7](=[O:23])[C:8]2[C:13]([CH2:14]/1)=[CH:12][C:11]([N:15]1[CH2:20][CH2:19][O:18][CH2:17][CH2:16]1)=[C:10]([O:21][CH3:22])[CH:9]=2>CO.[Pd]>[Cl:1][C:2]1[CH:3]=[C:4]([CH:24]=[C:25]([C:27]([F:28])([F:29])[F:30])[CH:26]=1)[CH2:5][CH:6]1[CH2:14][C:13]2[C:8](=[CH:9][C:10]([O:21][CH3:22])=[C:11]([N:15]3[CH2:16][CH2:17][O:18][CH2:19][CH2:20]3)[CH:12]=2)[C:7]1=[O:23]. Procedure details: The 49 (30 mg, 0.068 mmol) was dissolved in methanol 20 mL, Pd/C 10 mg added and stirred under hydrogen balloon for 6 h. The reaction was filtered through celite bed and washed with excess methanol. The organic layer was concentrated to get the crude compound 50. The crude 50 was purified by flash chromatography using 100-200 mesh silica gel. The compound 2-(3-chloro-5-(trifluoromethyl)benzyl)-6-methoxy-5-morpholino-2,3-dihydro-1H-inden-1-one 50 was eluted at 28% ethyl acetate in hexane as half ...